From a dataset of the Open Reaction Database (ORD), a public repository of structured organic reaction records. describe an organic reaction: reactants, conditions, products, and yield The reactants are CO, N, COC(=O)c1sc(-n2cnc3cnccc32)cc1OC(C)c1ccccc1C(F)(F)F. The product is CC(Oc1cc(-n2cnc3cnccc32)sc1C(N)=O)c1ccccc1C(F)(F)F. As a reaction SMILES: [CH3:33][OH:34].[NH3:32].[n:1]1(-[c:10]2[cH:11][c:12]([O:19][CH:20]([CH3:21])[c:22]3[c:23]([C:28]([F:29])([F:30])[F:31])[cH:24][cH:25][cH:26][cH:27]3)[c:13]([C:15]([O:17][CH3:16])=[O:18])[s:14]2)[cH:2][n:3][c:4]2[cH:5][n:6][cH:7][cH:8][c:9]12>>[n:1]1(-[c:10]2[cH:11][c:12]([O:19][CH:20]([CH3:21])[c:22]3[c:23]([C:28]([F:29])([F:30])[F:31])[cH:24][cH:25][cH:26][cH:27]3)[c:13]([C:15](=[O:17])[NH2:32])[s:14]2)[cH:2][n:3][c:4]2[cH:5][n:6][cH:7][cH:8][c:9]12. Reactants: C(C(C)C)[C@@H]1C(=O)OC(C1)=O (2(S)-isobutylsuccinic anhydride), C(C)(=O)O.C(C)OP(=O)(CC(CC(C)C)C(N[C@@H](CC(C)C)C(NC)=O)=O)CN ((aminomethyl)[(RS)-4-methyl-2-[[(S)-3-methyl-1-(methylcarbamoyl)butyl]carbamoyl]pentyl]phosphinic acid ethyl ester acetate). Yields the product C(C)OP(=O)(CC(CC(C)C)C(N[C@@H](CC(C)C)C(NC)=O)=O)CN1C([C@H](CC1=O)CC(C)C)=O ([[(S)-2-isobutylsuccinimido]methyl][(RS)-4-methyl-2-[[(S)-3-methyl-1-(methylcarbamoyl)butyl]carbamoyl]pentyl]phosphinic acid ethyl ester). Yield: 42.5%. Reaction SMILES: [CH2:1]([C@H:5]1[CH2:10][C:9](=[O:11])[O:8][C:6]1=O)[CH:2]([CH3:4])[CH3:3].C(O)(=O)C.[CH2:16]([O:18][P:19]([CH2:39][NH2:40])([CH2:21][CH:22]([C:27](=[O:38])[NH:28][C@H:29]([C:34](=[O:37])[NH:35][CH3:36])[CH2:30][CH:31]([CH3:33])[CH3:32])[CH2:23][CH:24]([CH3:26])[CH3:25])=[O:20])[CH3:17]>>[CH2:16]([O:18][P:19]([CH2:39][N:40]1[C:9](=[O:11])[CH2:10][C@H:5]([CH2:1][CH:2]([CH3:3])[CH3:4])[C:6]1=[O:8])([CH2:21][CH:22]([C:27](=[O:38])[NH:28][C@H:29]([C:34](=[O:37])[NH:35][CH3:36])[CH2:30][CH:31]([CH3:32])[CH3:33])[CH2:23][CH:24]([CH3:26])[CH3:25])=[O:20])[CH3:17] |f:1.2|. Reported procedure: In a manner analogous to that described in Example 24(A), from 0.17 g (1.09 mmol) of 2(S)-isobutylsuccinic anhydride and 0.32 g (0.73 mmol) of (aminomethyl)[(RS)-4-methyl-2-[[(S)-3-methyl-1-(methylcarbamoyl)butyl]carbamoyl]pentyl]phosphinic acid ethyl ester acetate, there was obtained 0.16 g of [[(S)-2-isobutylsuccinimido]methyl][(RS)-4-methyl-2-[[(S)-3-methyl-1-(methylcarbamoyl)butyl]carbamoyl]pentyl]phosphinic acid ethyl ester. Starting materials: [BH4-], CO, COc1ccc2c(c1)C(=O)C(C)(C)CC2, ClCCl, [Na+], O. Yields the product COc1ccc2c(c1)C(O)C(C)(C)CC2. RXN SMILES: [BH4-:16].[CH3:19][OH:20].[CH3:1][O:2][c:3]1[cH:4][cH:5][c:6]2[c:11]([cH:12]1)[C:10](=[O:13])[C:9]([CH3:14])([CH3:15])[CH2:8][CH2:7]2.[Cl:21][CH2:22][Cl:23].[Na+:17].[OH2:18]>>[CH3:1][O:2][c:3]1[cH:4][cH:5][c:6]2[c:11]([cH:12]1)[CH:10]([OH:13])[C:9]([CH3:14])([CH3:15])[CH2:8][CH2:7]2. Starting materials: O=C(O)Cc1ccc([N+](=O)[O-])cc1C(=O)O, N, O. Product: O=C1Cc2ccc([N+](=O)[O-])cc2C(=O)N1. As a reaction SMILES: [N+:1](=[O:2])([O-:3])[c:4]1[cH:5][cH:6][c:7]([CH2:13][C:14](=[O:11])[OH:16])[c:8]([C:9](=[O:10])[OH:15])[cH:12]1.[NH3:18].[OH2:17]>>[N+:1](=[O:2])([O-:3])[c:4]1[cH:5][cH:6][c:7]2[c:8]([cH:12]1)[C:9](=[O:10])[NH:18][C:14](=[O:16])[CH2:13]2. Starting materials: CC1=CN(C(=O)NC1=O)[C@H]2C[C@@H]([C@H](O2)CO)N=[N+]=[N-] (AZT), C1(CCC(=O)O1)=O (succinic anhydride). Product: CC1=CN(C(=O)NC1=O)[C@H]2C[C@@H]([C@H](O2)CO)N=[N+]=[N-].C(CCC(=O)O)(=O)O (AZT succinic acid). As a reaction SMILES: [CH3:1][C:2]1[C:8](=[O:9])[NH:7][C:5](=[O:6])[N:4]([C@@H:10]2[O:14][C@H:13]([CH2:15][OH:16])[C@@H:12]([N:17]=[N+:18]=[N-:19])[CH2:11]2)[CH:3]=1.[C:20]1(=[O:26])[O:25][C:23](=[O:24])[CH2:22][CH2:21]1>>[CH3:1][C:2]1[C:8](=[O:9])[NH:7][C:5](=[O:6])[N:4]([C@@H:10]2[O:14][C@H:13]([CH2:15][OH:16])[C@@H:12]([N:17]=[N+:18]=[N-:19])[CH2:11]2)[CH:3]=1.[C:20]([OH:25])(=[O:26])[CH2:21][CH2:22][C:23]([OH:6])=[O:24] |f:2.3|. Procedure details: AZT was reacted with succinic anhydride to form AZT-succinic acid. This was reacted by the DCC/HOSu method with a mixture of Gly-Tris-Mono, Di and Tripalmitate (GTPn) which was prepared by catalytic hydrogenation of Z-GTPn. Column chromatography on silica gel and preparative HPLC were used to isolate the final compounds: Starting materials: C[O-], Cc1cc(C)c(O)c(C)c1, CC#N, CCC(CC)n1nnc2c(Cl)nc(C)nc21, [Na+]. The product is CCC(CC)n1nnc2c(Oc3c(C)cc(C)cc3C)nc(C)nc21. RXN SMILES: [CH3:11][O-:12].[CH3:1][c:2]1[c:3]([OH:10])[c:4]([CH3:9])[cH:5][c:6]([CH3:8])[cH:7]1.[CH3:30][C:31]#[N:32].[Cl:14][c:15]1[c:16]2[c:17]([n:18][c:19]([CH3:21])[n:20]1)[n:22]([CH:25]([CH2:26][CH3:27])[CH2:28][CH3:29])[n:23][n:24]2.[Na+:13]>>[CH3:1][c:2]1[c:3]([O:10][c:15]2[c:16]3[c:17]([n:18][c:19]([CH3:21])[n:20]2)[n:22]([CH:25]([CH2:26][CH3:27])[CH2:28][CH3:29])[n:23][n:24]3)[c:4]([CH3:9])[cH:5][c:6]([CH3:8])[cH:7]1. The reactants are CCCOc1ccc(CN2CCC(C(O)(c3ccc(OC(F)(F)F)cc3)c3ccc(OC(F)(F)F)cc3)CC2)cc1, CCN(CC)S(F)(F)F, ClCCl. The product is CCCOc1ccc(CN2CCC(C(F)(c3ccc(OC(F)(F)F)cc3)c3ccc(OC(F)(F)F)cc3)CC2)cc1. As a reaction SMILES: [CH2:1]([CH2:2][CH3:3])[O:4][c:5]1[cH:6][cH:7][c:8]([CH2:11][N:12]2[CH2:13][CH2:14][CH:15]([C:18]([OH:19])([c:20]3[cH:21][cH:22][c:23]([O:26][C:27]([F:28])([F:29])[F:30])[cH:24][cH:25]3)[c:31]3[cH:32][cH:33][c:34]([O:37][C:38]([F:39])([F:40])[F:41])[cH:35][cH:36]3)[CH2:16][CH2:17]2)[cH:9][cH:10]1.[CH2:42]([N:43]([S:44]([F:45])([F:46])[F:48])[CH2:47][CH3:49])[CH3:50].[CH2:51]([Cl:52])[Cl:53]>>[CH2:1]([CH2:2][CH3:3])[O:4][c:5]1[cH:6][cH:7][c:8]([CH2:11][N:12]2[CH2:13][CH2:14][CH:15]([C:18]([c:20]3[cH:21][cH:22][c:23]([O:26][C:27]([F:28])([F:29])[F:30])[cH:24][cH:25]3)([c:31]3[cH:32][cH:33][c:34]([O:37][C:38]([F:39])([F:40])[F:41])[cH:35][cH:36]3)[F:48])[CH2:16][CH2:17]2)[cH:9][cH:10]1. Starting materials: CO (Methanol), ClC1=CC=C(C=C1)NC(C1=C(C=CC(=C1)Cl)NC(=O)C=1SC(=CC1Cl)C=O)=O (N-(4-chlorophenyl)-2-[((5-formyl-3-chlorothiophen-2-yl)carbonyl)amino]-5-chlorobenzamide), BrN1C(CCC1=O)=O (N-bromosuccinimide), N(=NC(C#N)(C)C)C(C#N)(C)C (2,2'-azobisisobutyronitrile). Run in O (Water), C(Cl)(Cl)(Cl)Cl (CCl4), C1=CC=CC=C1 (benzene). Reaction conditions: temperature 0 celsius, time 14 hour. Yields the product ClC1=CC=C(C=C1)NC(C1=C(C=CC(=C1)Cl)NC(=O)C=1SC(=CC1Cl)C(=O)OC)=O (N-(4-chlorophenyl)-2-[((5-methoxycarbonyl-3-chlorothiophen-2-yl)carbonyl)amino]-5-chlorobenzamide). The yield is 80.9%. Reaction SMILES: [Cl:1][C:2]1[CH:7]=[CH:6][C:5]([NH:8][C:9](=[O:28])[C:10]2[CH:15]=[C:14]([Cl:16])[CH:13]=[CH:12][C:11]=2[NH:17][C:18]([C:20]2[S:21][C:22]([CH:26]=[O:27])=[CH:23][C:24]=2[Cl:25])=[O:19])=[CH:4][CH:3]=1.BrN1[C:34](=[O:35])CCC1=O.N(C(C)(C)C#N)=NC(C)(C)C#N.CO>C(Cl)(Cl)(Cl)Cl.C1C=CC=CC=1.O>[Cl:1][C:2]1[CH:3]=[CH:4][C:5]([NH:8][C:9](=[O:28])[C:10]2[CH:15]=[C:14]([Cl:16])[CH:13]=[CH:12][C:11]=2[NH:17][C:18]([C:20]2[S:21][C:22]([C:26]([O:35][CH3:34])=[O:27])=[CH:23][C:24]=2[Cl:25])=[O:19])=[CH:6][CH:7]=1. Reported procedure: To a solution of N-(4-chlorophenyl)-2-[((5-formyl-3-chlorothiophen-2-yl)carbonyl)amino]-5-chlorobenzamide (0.31 g, 0.69 mmol) in CCl4 (10 mL) and benzene (15 mL) was added N-bromosuccinimide (NBS) (0.18 g, 1.03 mmol) and 2,2'-azobisisobutyronitrile (AIBN) (0.011 g, 0.068 mmol). The reaction mixture was heated to reflux for 1 hour, and the resulting clear yellow solution was cooled to 0° C. Methanol (0.1 mL) was added and the reaction mixture was stirred for 14 hours at ambient temperature. Water... Starting materials: 42.24, C(C)OCCNC1=NC=CC=C1[N+](=O)[O-] (N-(2-ethoxyethyl)-3-nitro-2-pyridinamine), ClCC(=O)Cl (2-chloroacetyl chloride), O1CCOCC1 (1,4-dioxane). Conditions: time 4 hour. The product is 57.5, C(C)OCCCC(=O)NC1=NC=CC=C1[N+](=O)[O-] (2-ethoxyethyl-N-(3-nitro-2-pyridinyl)acetamide). As a reaction SMILES: C(O[CH2:4][CH2:5][NH:6][C:7]1[C:12]([N+:13]([O-:15])=[O:14])=[CH:11][CH:10]=[CH:9][N:8]=1)C.ClCC(Cl)=[O:19].[O:21]1[CH2:26][CH2:25]O[CH2:23][CH2:22]1>>[CH2:22]([O:21][CH2:26][CH2:25][CH2:4][C:5]([NH:6][C:7]1[C:12]([N+:13]([O-:15])=[O:14])=[CH:11][CH:10]=[CH:9][N:8]=1)=[O:19])[CH3:23]. Procedure: To a stirred solution of 42.24 parts of N-(2-ethoxyethyl)-3-nitro-2-pyridinamine in 309 parts of 1,4-dioxane were added 49.7 parts of 2-chloroacetyl chloride. The reaction mixture was stirred for 4 hours at reflux temperature. The whole was evaporated and the residue was taken up in methylbenzene. The organic layer was evaporated again, yielding 57.5 parts (100%) of 2-chloro-N-(2-ethoxyethyl-N-(3-nitro-2-pyridinyl)acetamide as a residue (int. 1). The reactants are O (water), COC1=C(C=CC=C1)N1CCNCC1 (1-(2-methoxyphenyl)piperazine), C([O-])([O-])=O.[K+].[K+] (potassium carbonate), ClCC1=CC=C(C=C1)NC(=O)C1=CC2=CC(=CC=C2CC1)C1=CC=C(C=C1)C (N-[4-(chloromethyl)-phenyl]-7-(4-methylphenyl)-3,4-dihydronaphthalene-2-carboxamide). The solvent is CN(C)C=O (DMF). Run at time 13 hour. The product is COC1=C(C=CC=C1)N1CCN(CC1)CC1=CC=C(C=C1)NC(=O)C1=CC2=CC(=CC=C2CC1)C1=CC=C(C=C1)C (N-[4-[1-(2-methoxyphenyl)-4-piperazinylmethyl]phenyl]-7-(4-methylphenyl)-3,4-dihydronaphthalene-2-carboxamide). Isolated yield 67.5%. As a reaction SMILES: Cl[CH2:2][C:3]1[CH:8]=[CH:7][C:6]([NH:9][C:10]([C:12]2[CH2:21][CH2:20][C:19]3[C:14](=[CH:15][C:16]([C:22]4[CH:27]=[CH:26][C:25]([CH3:28])=[CH:24][CH:23]=4)=[CH:17][CH:18]=3)[CH:13]=2)=[O:11])=[CH:5][CH:4]=1.[CH3:29][O:30][C:31]1[CH:36]=[CH:35][CH:34]=[CH:33][C:32]=1[N:37]1[CH2:42][CH2:41][NH:40][CH2:39][CH2:38]1.C(=O)([O-])[O-].[K+].[K+].O>CN(C=O)C>[CH3:29][O:30][C:31]1[CH:36]=[CH:35][CH:34]=[CH:33][C:32]=1[N:37]1[CH2:42][CH2:41][N:40]([CH2:2][C:3]2[CH:8]=[CH:7][C:6]([NH:9][C:10]([C:12]3[CH2:21][CH2:20][C:19]4[C:14](=[CH:15][C:16]([C:22]5[CH:27]=[CH:26][C:25]([CH3:28])=[CH:24][CH:23]=5)=[CH:17][CH:18]=4)[CH:13]=3)=[O:11])=[CH:5][CH:4]=2)[CH2:39][CH2:38]1 |f:2.3.4|. Procedure details: In DMF (3ml) was dissolved N-[4-(chloromethyl)-phenyl]-7-(4-methylphenyl)-3,4-dihydronaphthalene-2-carboxamide (150mg), and to the solution were added 1-(2-methoxyphenyl)piperazine (97mg) and potassium carbonate (268mg). The mixture was stirred at room temperature for 13 hours, and to the mixture was added water (50ml). The mixture was extracted with ethyl acetate. The organic layer was washed with saturated sodium chloride solution, dried with anhydrous sodium sulfate, and concentrated under re...